Dataset: the Open Reaction Database (ORD), a public repository of structured organic reaction records. Task: describe an organic reaction: reactants, conditions, products, and yield Reactants: COCC1(c2ccccc2)CCN(C(C)c2ccc(B3OC(C)(C)C(C)(C)O3)cc2)C(=O)O1, Cc1ccc(Cl)nn1. Yields the product COCC1(c2ccccc2)CCN(C(C)c2ccc(-c3ccc(C)nn3)cc2)C(=O)O1. As a reaction SMILES: [CH3:1][O:2][CH2:3][C:4]1([c:28]2[cH:29][cH:30][cH:31][cH:32][cH:33]2)[CH2:5][CH2:6][N:7]([CH:11]([CH3:12])[c:13]2[cH:14][cH:15][c:16]([B:19]3[O:20][C:21]([CH3:22])([CH3:23])[C:24]([CH3:25])([CH3:26])[O:27]3)[cH:17][cH:18]2)[C:8](=[O:10])[O:9]1.[Cl:34][c:35]1[n:36][n:37][c:38]([CH3:41])[cH:39][cH:40]1>>[CH3:1][O:2][CH2:3][C:4]1([c:28]2[cH:29][cH:30][cH:31][cH:32][cH:33]2)[CH2:5][CH2:6][N:7]([CH:11]([CH3:12])[c:13]2[cH:14][cH:15][c:16](-[c:35]3[n:36][n:37][c:38]([CH3:41])[cH:39][cH:40]3)[cH:17][cH:18]2)[C:8](=[O:10])[O:9]1.